Dataset: the Open Reaction Database (ORD), a public repository of structured organic reaction records. Task: describe an organic reaction: reactants, conditions, products, and yield Reported procedure: A mixture of 2-aminophenol (5.457 g) and diethyl ethoxymethylenemalonate (10.81 g) is heated to 130° C. for 2 h with removal of ethanol by a Dean-Stark trap. The reaction is cooled to room temperature. Diphenyl ether (50 mL) is added and the mixture is heated to 240° C. for 90 min with removal of ethanol by a Dean-Stark trap. The solution is cooled to room temperature and the resulting solid is collected and washed with hexanes. The crude solid is recrystallized from acetone to yield 0.650 g of ... Run at temperature 180 celsius. Run in C(Cl)Cl (CH2Cl2). Starting materials: OC1=C(C=NC2=C(C=CC=C12)O)C(=O)OCC (ethyl 4,8-dihydroxyquinoline-3-carboxylate), ClC1=CC=C(CN)C=C1 (4-chlorobenzylamine). The product is ClC1=CC=C(C=C1)CNC(=O)C=1C=NC2=C(C=CC=C2C1O)O (N-[(4-Chlorophenyl)methyl]-4,8-dihydroxy-3-quinoline-carboxamide). Reaction SMILES: [OH:1][C:2]1[C:11]2[C:6](=[C:7]([OH:12])[CH:8]=[CH:9][CH:10]=2)[N:5]=[CH:4][C:3]=1[C:13]([O:15]CC)=O.[Cl:18][C:19]1[CH:26]=[CH:25][C:22]([CH2:23][NH2:24])=[CH:21][CH:20]=1>C(Cl)Cl>[Cl:18][C:19]1[CH:26]=[CH:25][C:22]([CH2:23][NH:24][C:13]([C:3]2[CH:4]=[N:5][C:6]3[C:11]([C:2]=2[OH:1])=[CH:10][CH:9]=[CH:8][C:7]=3[OH:12])=[O:15])=[CH:21][CH:20]=1. The yield is 49.5%.